From a dataset of the Open Reaction Database (ORD), a public repository of structured organic reaction records. describe an organic reaction: reactants, conditions, products, and yield The reactants are C1(=CC=CC=C1)C(N1C=2N=C(NC(C2N=C1)=O)N)(C1=CC=CC=C1)C1=CC=CC=C1 (9-(Triphenylmethyl)guanine), COC1=CC=C(C=C1)OCCOCCl ((2-(p-methoxyphenyloxy)ethoxy)methyl chloride), CCO (EtOH), hexanes EtOAc. Solvent: CN(C)C=O (DMF). Product: COC1=CC=C(C=C1)OCCOCN1C=NC=2N=C(NC(C12)=O)N (7-[(2-(p-Methoxyphenyloxy)ethoxy)methyl]guanine). The yield is 88.6%. RXN SMILES: C1(C(C2C=CC=CC=2)(C2C=CC=CC=2)[N:8]2[CH:16]=[N:15][C:14]3[C:13](=[O:17])[NH:12][C:11]([NH2:18])=[N:10][C:9]2=3)C=CC=CC=1.[CH3:31][O:32][C:33]1[CH:38]=[CH:37][C:36]([O:39][CH2:40][CH2:41][O:42][CH2:43]Cl)=[CH:35][CH:34]=1.CCO>CN(C=O)C>[CH3:31][O:32][C:33]1[CH:38]=[CH:37][C:36]([O:39][CH2:40][CH2:41][O:42][CH2:43][N:15]2[C:14]3[C:13](=[O:17])[NH:12][C:11]([NH2:18])=[N:10][C:9]=3[N:8]=[CH:16]2)=[CH:35][CH:34]=1. Procedure: Compound 8 (2.72 g, 8.20 mmol) was prepared in 82% yield from 6 (3.64 g, 9.25 mmol) and (2-(p-methoxyphenyloxy)ethoxy)methyl chloride (2.18 g, 10.1 mmol) in DMF (100 mL) by the method used for the synthesis of 7: mp>250° C. (dec.); Rf(hexanes/EtOAc=1:2) 0.18; UV (EtOH) λmax 290 (ε 16,500); 1H NMR (DMSO-d6) δ 3.70 (s, 3 H, OCH3), 4.02-4.10 (m, 4 H, O(CH2)2O), 5.74 (s, 2 H, H2C1′), 5.88 (s, 2 H, NH2), 6.67, 6.70 (AA′BB′, J=9.30 Hz, 4 H, C6H4), 7.50 (s, 1 H, NH), 8.85 (s, 1 H, HC8); 13C NMR (DMSO-d... Reactants: O=C([O-])O, ClCCl, [Cl-], [Cl-], [Cl-], [Cl-], ClCC(CCl)OC(CCl)CCl, [Na+], c1ccc2c(c1)CCO2, [Ti+4]. Product: O=Cc1ccc2c(c1)CCO2. RXN SMILES: [C:21](=[O:22])([OH:23])[O-:24].[CH2:26]([Cl:27])[Cl:28].[Cl-:29].[Cl-:30].[Cl-:31].[Cl-:32].[Cl:10][CH2:11][CH:12]([O:15][CH:13]([CH2:14][Cl:16])[CH2:17][Cl:18])[CH2:19][Cl:20].[Na+:25].[O:1]1[CH2:2][CH2:3][c:4]2[c:5]1[cH:6][cH:7][cH:8][cH:9]2.[Ti+4:33]>>[O:1]1[CH2:2][CH2:3][c:4]2[c:5]1[cH:6][cH:7][c:8]([CH:12]=[O:15])[cH:9]2.